This data is from the Open Reaction Database (ORD), a public repository of structured organic reaction records. The task is: describe an organic reaction: reactants, conditions, products, and yield Reactants: C1(NN=CC2=CC=CC=C12)=O (1(2H)-phthalazinone), BrCCOC1=CC=C(C=O)C=C1 (4-[2-bromoethoxy]benzaldehyde), C(=O)([O-])[O-].[K+].[K+] (K2CO3). The product is O=C1N(N=CC2=CC=CC=C12)CCOC1=CC=C(C=O)C=C1 (4-[2-[1-Oxo-1,2-dihydro-phthalazin-2-yl]ethoxy]benzaldehyde). The yield is 43.4%. As a reaction SMILES: [C:1]1(=[O:11])[C:10]2[C:5](=[CH:6][CH:7]=[CH:8][CH:9]=2)[CH:4]=[N:3][NH:2]1.Br[CH2:13][CH2:14][O:15][C:16]1[CH:23]=[CH:22][C:19]([CH:20]=[O:21])=[CH:18][CH:17]=1.C([O-])([O-])=O.[K+].[K+]>>[O:11]=[C:1]1[C:10]2[C:5](=[CH:6][CH:7]=[CH:8][CH:9]=2)[CH:4]=[N:3][N:2]1[CH2:13][CH2:14][O:15][C:16]1[CH:23]=[CH:22][C:19]([CH:20]=[O:21])=[CH:18][CH:17]=1 |f:2.3.4|. Procedure details: ##STR31## The title compound (700 mg, 44%) was prepared from 1(2H)-phthalazinone (800 mg, 5.48 mmol) (Ref: Chemistry of Heterocyclic Compounds; Condensed Pyridazines including Cinnolines and Phthalazines, edited by R. N. Castle; John Wiley and Sons, 27, (1973) 375-441), 4-[2-bromoethoxy]benzaldehyde (1.25 g, 5.48 mmol) and K2CO3 (1.5 g, 10.96 mmol) by a similar procedure to that described in preparation 2, mp: 104-106° C. Reactants: Cn1c(=O)c(C(=O)O)cc2cccnc21, CN(C)C=O, O=C(Cl)C(=O)Cl, ClCCl. The product is Cn1c(=O)c(C(=O)O)cc2cccnc21, [Cl-]. RXN SMILES: [CH3:1][n:2]1[c:3](=[O:15])[c:4]([C:12](=[O:13])[OH:14])[cH:5][c:6]2[cH:7][cH:8][cH:9][n:10][c:11]12.[CH3:22][N:23]([CH3:24])[CH:25]=[O:26].[Cl:16][C:17]([C:18]([Cl:19])=[O:20])=[O:21].[Cl:27][CH2:28][Cl:29]>>[CH3:1][n:2]1[c:3](=[O:15])[c:4]([C:12](=[O:13])[OH:14])[cH:5][c:6]2[cH:7][cH:8][cH:9][n:10][c:11]12.[Cl-:16].